From a dataset of the Open Reaction Database (ORD), a public repository of structured organic reaction records. describe an organic reaction: reactants, conditions, products, and yield The reactants are CC(C)(C)CCO, [Cl-], Clc1cc(Cl)ncn1, [H-], [NH4+], [Na+], C1CCOC1. Yields the product CC(C)(C)CCOc1cc(Cl)ncn1. As a reaction SMILES: [CH3:3][C:4]([CH2:5][CH2:6][OH:7])([CH3:8])[CH3:9].[Cl-:18].[Cl:10][c:11]1[n:12][cH:13][n:14][c:15]([Cl:17])[cH:16]1.[H-:1].[NH4+:19].[Na+:2].[O:20]1[CH2:21][CH2:22][CH2:23][CH2:24]1>>[CH3:3][C:4]([CH2:5][CH2:6][O:7][c:15]1[n:14][cH:13][n:12][c:11]([Cl:10])[cH:16]1)([CH3:8])[CH3:9]. The reactants are C(C(C)C)C(CC(C)C)OC1=CC2=C3C(C=CC=C3C(C=3C=CC=CC23)=O)=C1 (2-(1-isobutyl-3-methylbutoxy)-7H-benzo[de]anthracene-7-one), BrN1C(CCC1=O)=O (N-bromosuccinimide), CN(C)C=O (DMF), three, CN(C)C=O (DMF). Solvent: C(Cl)(Cl)Cl (chloroform). Run at temperature 50 celsius, time 2 hour. Yields the product BrC=1C(=CC2=C3C1C=CC=C3C(C=3C=CC=CC23)=O)OC(CC(C)C)CC(C)C (3-bromo-2-(1-isobutyl-3-methylbutoxy)-7H-benzo[de]anthracene-7-one). RXN SMILES: [CH2:1]([CH:5]([O:10][C:11]1[CH:28]=[C:15]2[CH:16]=[CH:17][CH:18]=[C:19]3[C:20](=[O:27])[C:21]4[CH:22]=[CH:23][CH:24]=[CH:25][C:26]=4[C:13](=[C:14]23)[CH:12]=1)[CH2:6][CH:7]([CH3:9])[CH3:8])[CH:2]([CH3:4])[CH3:3].[Br:29]N1C(=O)CCC1=O.CN(C=O)C>C(Cl)(Cl)Cl>[Br:29][C:28]1[C:11]([O:10][CH:5]([CH2:6][CH:7]([CH3:9])[CH3:8])[CH2:1][CH:2]([CH3:3])[CH3:4])=[CH:12][C:13]2[C:26]3[CH:25]=[CH:24][CH:23]=[CH:22][C:21]=3[C:20](=[O:27])[C:19]3[C:14]=2[C:15]=1[CH:16]=[CH:17][CH:18]=3. Procedure details: A 500 ml three neck round bottom flask was equipped with a mechanical stirrer, heating mantle and condenser. To the flask was added 45 g (0.12 mole) of 2-(1-isobutyl-3-methylbutoxy)-7H-benzo[de]anthracene-7-one, 23.6 g (0.13 mole) N-bromosuccinimide and 265 g DMF. The mixture was agitated well, heated to 50° C. and held at 50° C. for two hours. Some of the DMF was stripped from the reaction using heat and vacuum and then 300 g chloroform were added to the flask. The resulting solution was washed... Reactants: C(\C=C\C)(=O)OCC (ethyl crotonate), O1CCOCC1 (dioxane), O (water), BrN1C(CCC1=O)=O (N-bromosuccinimide). Run in CCOCC (ether). Conditions: time 17 hour. Product: BrC(C(=O)OCC)C(C)O (ethyl 2-bromo-3-hydroxybutanoate). RXN SMILES: [C:1]([O:6]CC)(=O)/[CH:2]=C/C.O1[CH2:14][CH2:13][O:12][CH2:11][CH2:10]1.[OH2:15].[Br:16]N1C(=O)CCC1=O>CCOCC>[Br:16][CH:14]([CH:1]([OH:6])[CH3:2])[C:13]([O:12][CH2:11][CH3:10])=[O:15]. Reported procedure: To a mixture of 10 g of ethyl crotonate, 40 ml of dioxane and 60 ml of water, at 0°, is slowly added 15 g of N-bromosuccinimide. After addition is complete, the reaction is allowed to stand at RT for 17 hr with stirring. The reaction is taken up in ether, washed with water and saturated sodium sulfite, dried over magnesium sulfate and evaporated under reduced pressure to yield ethyl 2-bromo-3-hydroxybutanoate. Yield: 14.0%. Run in CN(C)C=O (DMF), CO (methanol). Procedure details: 6-(1-Isopropyl-piperidin-4-yloxy)-quinoline-2-carboxylic acid 1:1 hydrochloride (30 mg, 0.086 mmol, see intermediate 2) was dissolved in DMF (0.300 ml). 1,1′-Carbonyl-diimidazole (17 mg, 0.10 mmol) was added and the mixture was stirred for half an hour. 4-Methoxy-piperidine was added (6 mg, 0.014 mmol) and the mixture was stirred overnight. The mixture was diluted with 0.4 ml methanol and subjected to preparative HPLC purification on reversed phase material eluting with a gradient of acetonitril... As a reaction SMILES: [CH:1]([N:4]1[CH2:9][CH2:8][CH:7]([O:10][C:11]2[CH:12]=[C:13]3[C:18](=[CH:19][CH:20]=2)[N:17]=[C:16]([C:21]([OH:23])=O)[CH:15]=[CH:14]3)[CH2:6][CH2:5]1)([CH3:3])[CH3:2].Cl.C(N1C=CN=C1)(N1C=CN=C1)=O.CO[CH:39]1[CH2:44][CH2:43][NH:42][CH2:41]C1>CN(C=O)C.CO>[N:42]1([C:21]([C:16]2[CH:15]=[CH:14][C:13]3[C:18](=[CH:19][CH:20]=[C:11]([O:10][CH:7]4[CH2:8][CH2:9][N:4]([CH:1]([CH3:3])[CH3:2])[CH2:5][CH2:6]4)[CH:12]=3)[N:17]=2)=[O:23])[CH2:41][CH:39]=[CH:44][CH2:43]1. Yields the product N1(CC=CC1)C(=O)C1=NC2=CC=C(C=C2C=C1)OC1CCN(CC1)C(C)C ((2,5-Dihydro-pyrrol-1-yl)-[6-(1-isopropyl-piperidin-4-yloxy)-quinolin-2-yl]-methanone). Starting materials: C(=O)(N1C=NC=C1)N1C=NC=C1 (1,1′-Carbonyl-diimidazole), C(C)(C)N1CCC(CC1)OC=1C=C2C=CC(=NC2=CC1)C(=O)O (6-(1-Isopropyl-piperidin-4-yloxy)-quinoline-2-carboxylic acid), Cl (hydrochloride), Cl (hydrochloride), COC1CCNCC1 (4-Methoxy-piperidine). Reactants: CP(=O)(Cl)Cl, ClCCl, O, CC(C)(C)OC(=O)c1ccc(C(CO)CO)cc1. Product: CC(C)(C)OC(=O)c1ccc(C2COP(C)(=O)OC2)cc1. As a reaction SMILES: [CH3:19][P:20](=[O:21])([Cl:22])[Cl:23].[Cl:24][CH2:25][Cl:26].[OH2:27].[OH:1][CH2:2][CH:3]([CH2:4][OH:5])[c:6]1[cH:7][cH:8][c:9]([C:10](=[O:11])[O:12][C:13]([CH3:14])([CH3:15])[CH3:16])[cH:17][cH:18]1>>[O:1]1[CH2:2][CH:3]([c:6]2[cH:7][cH:8][c:9]([C:10](=[O:11])[O:12][C:13]([CH3:14])([CH3:15])[CH3:16])[cH:17][cH:18]2)[CH2:4][O:5][P:20]1([CH3:19])=[O:21].